This data is from the Open Reaction Database (ORD), a public repository of structured organic reaction records. The task is: describe an organic reaction: reactants, conditions, products, and yield Procedure details: A solution of (2R)-2-amino-2-phenylethanol (148 g, 1.08 mol) and 4-methoxybenzaldehyde (147 g, 1.08 mol) in toluene (2 L) was heated at reflux to remove water by Dean-Stark trap for 3 hr. The mixture was concentrated and the residue was dried which gave the title compound XIa (265 g, 96%) as a white solid, which was used for next reaction without further purification. Reaction SMILES: [NH2:1][C@H:2]([C:5]1[CH:10]=[CH:9][CH:8]=[CH:7][CH:6]=1)[CH2:3][OH:4].[CH3:11][O:12][C:13]1[CH:20]=[CH:19][C:16]([CH:17]=O)=[CH:15][CH:14]=1>C1(C)C=CC=CC=1>[CH3:11][O:12][C:13]1[CH:20]=[CH:19][C:16](/[CH:17]=[N:1]/[C@H:2]([C:5]2[CH:10]=[CH:9][CH:8]=[CH:7][CH:6]=2)[CH2:3][OH:4])=[CH:15][CH:14]=1. The product is COC1=CC=C(C=C1)\C=N\[C@@H](CO)C1=CC=CC=C1 ((2R)-2-{[(E)-(4-methoxyphenyl)methylidene]amino}-2-phenylethanol). The solvent is C1(=CC=CC=C1)C (toluene). Reactants: N[C@@H](CO)C1=CC=CC=C1 ((2R)-2-amino-2-phenylethanol), COC1=CC=C(C=O)C=C1 (4-methoxybenzaldehyde). Starting materials: CO, CC(=O)O, CCOC(C)=O, CN1CC=C(c2c[nH]c3ccc(-c4cnc(N)c(OCc5c(Cl)cccc5Cl)c4)cc23)CC1. Yields the product CN1CCC(c2c[nH]c3ccc(-c4cnc(N)c(OCc5c(Cl)cccc5Cl)c4)cc23)CC1. Reaction SMILES: [CH3:34][OH:35].[CH3:36][C:37](=[O:38])[OH:39].[CH3:40][CH2:41][O:42][C:43](=[O:44])[CH3:45].[Cl:1][c:2]1[c:3]([CH2:4][O:5][c:6]2[c:7]([NH2:28])[n:8][cH:9][c:10](-[c:12]3[cH:13][c:14]4[c:15]([C:21]5=[CH:26][CH2:25][N:24]([CH3:27])[CH2:23][CH2:22]5)[cH:16][nH:17][c:18]4[cH:19][cH:20]3)[cH:11]2)[c:29]([Cl:33])[cH:30][cH:31][cH:32]1>>[Cl:1][c:2]1[c:3]([CH2:4][O:5][c:6]2[c:7]([NH2:28])[n:8][cH:9][c:10](-[c:12]3[cH:13][c:14]4[c:15]([CH:21]5[CH2:22][CH2:23][N:24]([CH3:27])[CH2:25][CH2:26]5)[cH:16][nH:17][c:18]4[cH:19][cH:20]3)[cH:11]2)[c:29]([Cl:33])[cH:30][cH:31][cH:32]1.